From a dataset of the Open Reaction Database (ORD), a public repository of structured organic reaction records. describe an organic reaction: reactants, conditions, products, and yield The reactants are C#CCn1ccc(CO)c1, CO, CC(=O)O, N#C[Na], O. Product: C#CCn1ccc(C(O)C#N)c1. As a reaction SMILES: [CH2:1]([C:2]#[CH:3])[n:4]1[cH:5][c:6]([CH2:9][OH:10])[cH:7][cH:8]1.[CH3:11][OH:12].[CH3:17][C:18](=[O:19])[OH:20].[Na:13][C:14]#[N:15].[OH2:16]>>[CH2:1]([C:2]#[CH:3])[n:4]1[cH:5][c:6]([CH:9]([OH:10])[C:14]#[N:15])[cH:7][cH:8]1. Starting materials: ClC1=CC=C(C=C1)C=1C=C2C(=C(C(N(C2=NC1C1=C(C=C(C=C1)Cl)Cl)C)=O)C(C)O)NC(C)=O (N-[6-(4-Chlorophenyl)-7-(2,4-dichlorophenyl)-3-(1-hydroxyethyl)-1-methyl-2-oxo-1,2-dihydro-1,8-naphthyridin-4-yl]acetamide), O1CCOCC1 (1,4-dioxane), Cl (HCl). The solvent is CCOC(=O)C (EtOAc). Yields the product NC1=CC(N(C2=NC(=C(C=C12)C1=CC=C(C=C1)Cl)C1=C(C=C(C=C1)Cl)Cl)C)=O (4-Amino-6-(4-chlorophenyl)-7-(2,4-dichlorophenyl)-1-methyl-1,8-naphthyridin-2(1H)-one). Reaction SMILES: [Cl:1][C:2]1[CH:7]=[CH:6][C:5]([C:8]2[CH:9]=[C:10]3[C:15](=[N:16][C:17]=2[C:18]2[CH:23]=[CH:22][C:21]([Cl:24])=[CH:20][C:19]=2[Cl:25])[N:14]([CH3:26])[C:13](=[O:27])[C:12](C(O)C)=[C:11]3[NH:31]C(=O)C)=[CH:4][CH:3]=1.O1CCOCC1.Cl>CCOC(C)=O>[NH2:31][C:11]1[C:10]2[C:15](=[N:16][C:17]([C:18]3[CH:23]=[CH:22][C:21]([Cl:24])=[CH:20][C:19]=3[Cl:25])=[C:8]([C:5]3[CH:4]=[CH:3][C:2]([Cl:1])=[CH:7][CH:6]=3)[CH:9]=2)[N:14]([CH3:26])[C:13](=[O:27])[CH:12]=1. Reported procedure: The product of Example 3 (21 mg) was combined with 2.8 mL of 1,4-dioxane and 1 mL 1M aqueous HCl. After 15 hours at room temperature the reaction was diluted with EtOAc and washed with water followed by saturated aqueous NaHCO3 solution before drying (Na2SO4). The concentrated residue was purified by preparative TLC (silica gel) eluted with EtOAc affording the title compound. HPLC/MS: 430.0 (M+1), 432.0 (M+3); Rt=3.77 min. Reactants: C1(=CC=CC=C1)S(=O)(=O)N1C2=C(C3=C1C=NC(=C3OC3CCN(CC3)CCO)C#N)C=C(C=N2)Br (9-benzenesulfonyl-3-bromo-5-[1-(2-hydroxyethyl)-piperidin-4-yloxy]-9H-dipyrido[2,3-b;4′,3′-d]pyrrole-6-carbonitrile). Reagents/catalysts: [Pd] (palladium on carbon). Solvent: industrial methylated spirits, ClCCl (dichloromethane). Run at time 48 hour. Yields the product C1(=CC=CC=C1)S(=O)(=O)N1C2=C(C3=C1C=NC(=C3OC3CCN(CC3)CCO)C#N)C=CC=N2 (9-Benzenesulfonyl-5-[1-(2-hydroxyethyl)-piperidin-4-yloxy]-9H-dipyrido[2,3-b;4′,3′-d]pyrrole-6-carbonitrile). The yield is 51.3%. RXN SMILES: [C:1]1([S:7]([N:10]2[C:14]3[CH:15]=[N:16][C:17]([C:29]#[N:30])=[C:18]([O:19][CH:20]4[CH2:25][CH2:24][N:23]([CH2:26][CH2:27][OH:28])[CH2:22][CH2:21]4)[C:13]=3[C:12]3[CH:31]=[C:32](Br)[CH:33]=[N:34][C:11]2=3)(=[O:9])=[O:8])[CH:6]=[CH:5][CH:4]=[CH:3][CH:2]=1>[Pd].ClCCl>[C:1]1([S:7]([N:10]2[C:14]3[CH:15]=[N:16][C:17]([C:29]#[N:30])=[C:18]([O:19][CH:20]4[CH2:21][CH2:22][N:23]([CH2:26][CH2:27][OH:28])[CH2:24][CH2:25]4)[C:13]=3[C:12]3[CH:31]=[CH:32][CH:33]=[N:34][C:11]2=3)(=[O:9])=[O:8])[CH:2]=[CH:3][CH:4]=[CH:5][CH:6]=1. Procedure details: A suspension of 9-benzenesulfonyl-3-bromo-5-[1-(2-hydroxyethyl)-piperidin-4-yloxy]-9H-dipyrido[2,3-b;4′,3′-d]pyrrole-6-carbonitrile (283 mg, 0.51 mmol) and palladium on carbon (10 wt %, 50 mg) in industrial methylated spirits (3 mL) and dichloromethane (3 mL) was stirred at ambient temperature under an atmosphere of hydrogen for 48 hours. The reaction vessel was purged with nitrogen then the reaction mixture was filtered through a PTFE filter cup. The filtrate was evaporated in-vacuo and the res... Starting materials: [Al+3].[Cl-].[Cl-].[Cl-] (AlCl3), C(C)C(C(=O)Cl)CCCC (2-ethylhexanoyl chloride), ice water, FC=1C2=C(SC1)CSC2 (3-fluoro-4,6-dihydrothieno[3,4-b]thiophene). Solvent: C(Cl)Cl (DCM). Yields the product C(C)C(C(=O)C1=C(C2=C(S1)CSC2)F)CCCC (2-ethyl-1-(3-fluoro-4,6-dihydrothieno[3,4-b]thiophen-2-yl)hexan-1-one). Isolated yield 70.0%. As a reaction SMILES: [Al+3].[Cl-].[Cl-].[Cl-].[CH2:5]([CH:7]([CH2:11][CH2:12][CH2:13][CH3:14])[C:8](Cl)=[O:9])[CH3:6].[F:15][C:16]1[C:17]2[CH2:23][S:22][CH2:21][C:18]=2[S:19][CH:20]=1>C(Cl)Cl>[CH2:5]([CH:7]([CH2:11][CH2:12][CH2:13][CH3:14])[C:8]([C:20]1[S:19][C:18]2[CH2:21][S:22][CH2:23][C:17]=2[C:16]=1[F:15])=[O:9])[CH3:6] |f:0.1.2.3|. Reported procedure: 2.31 mmol of AlCl3 was added to 20 ml DCM with 2.31 mmol 2-ethylhexanoyl chloride at about 0° C. Compound 7 from the previous step was added to the mixture. The mixture was reacted at about 0° C. for about 4 hours. After reacting, the reactant was poured into ice water. The organic phase was extracted by ether 3 times. Compound 8 was purified by silica gel. The yield was about 70%. Starting materials: C(C)(CC)N=C=O (sec.-Butyl isocyanate), CC1C(CCCC1C)O (2,3-dimethylcyclohexanol). The solvent is O (water). Product: CC1C(CCCC1C)OC(NC(C)CC)=O (sec-Butyl-carbamic acid 2,3-dimethyl-cyclohexyl ester). Isolated yield 53.0%. As a reaction SMILES: [CH:1]([N:5]=[C:6]=[O:7])([CH2:3][CH3:4])[CH3:2].[CH3:8][CH:9]1[CH:14]([CH3:15])[CH2:13][CH2:12][CH2:11][CH:10]1[OH:16]>O>[CH3:8][CH:9]1[CH:14]([CH3:15])[CH2:13][CH2:12][CH2:11][CH:10]1[O:16][C:6](=[O:7])[NH:5][CH:1]([CH2:3][CH3:4])[CH3:2]. Procedure: 50.7 g (0.5 mol) sec.-Butyl isocyanate were placed in a 500 ml vessel at ambient temperature and 64.1 g (0.5 mol) 2,3-dimethylcyclohexanol were added. The reaction mixture was heated for 5 h to 150° C., cooled and subsequently 100 ml water were added. After refluxing for one hour the solution was cooled down, the phases separated and extracted once with MTBE (methyl tert.-butyl ether). The raw product was purified by distillation to yield 60.2 g product as a mixture of isomers with a purity of 9... The product is ClC1=C(C=CC=C1Cl)C1CCN(CC1)CCCC1=C2C(=NO1)CCCCC2 (3-(3-(4-(2,3-dichlorophenyl)piperidin-1-yl)propyl)-5,6,7,8-tetrahydro-4H-cyclohepta[c]isoxazole). The reactants are C1(CCCCCC1)=NO (cycloheptanone oxime), ClC1=C(C=CC=C1Cl)C1CCN(CC1)CCCC(=O)OCC (ethyl 4-(4-(2,3-dichlorophenyl)piperidin-1-yl)-n-butyrate). Reaction SMILES: [C:1]1(=[N:8][OH:9])[CH2:7][CH2:6][CH2:5][CH2:4][CH2:3][CH2:2]1.[Cl:10][C:11]1[C:16]([Cl:17])=[CH:15][CH:14]=[CH:13][C:12]=1[CH:18]1[CH2:23][CH2:22][N:21]([CH2:24][CH2:25][CH2:26][C:27](OCC)=O)[CH2:20][CH2:19]1>>[Cl:10][C:11]1[C:16]([Cl:17])=[CH:15][CH:14]=[CH:13][C:12]=1[CH:18]1[CH2:23][CH2:22][N:21]([CH2:24][CH2:25][CH2:26][C:27]2[O:9][N:8]=[C:1]3[CH2:7][CH2:6][CH2:5][CH2:4][CH2:3][C:2]=23)[CH2:20][CH2:19]1. Procedure details: By the same reaction and treatment as in Example 48 using cycloheptanone oxime and ethyl 4-(4-(2,3-dichlorophenyl)piperidin-1-yl)-n-butyrate, 3-(3-(4-(2,3-dichlorophenyl)piperidin-1-yl)propyl)-5,6,7,8-tetrahydro-4H-cyclohepta[c]isoxazole is obtained.